Task: describe an organic reaction: reactants, conditions, products, and yield. Dataset: the Open Reaction Database (ORD), a public repository of structured organic reaction records The reactants are [Li]CCCC, CCCCCC, COP(C)(=O)OC, Cl, C1CCOC1, CCOC(=O)COc1cccnc1. The product is COP(=O)(CC(=O)COc1cccnc1)OC. RXN SMILES: [CH2:1]([Li:2])[CH2:3][CH2:4][CH3:5].[CH3:27][CH2:28][CH2:29][CH2:30][CH2:31][CH3:32].[CH3:6][P:7]([O:8][CH3:9])([O:10][CH3:11])=[O:12].[ClH:26].[O:33]1[CH2:34][CH2:35][CH2:36][CH2:37]1.[n:13]1[cH:14][c:15]([O:19][CH2:20][C:21](=[O:22])[O:23][CH2:24][CH3:25])[cH:16][cH:17][cH:18]1>>[CH2:6]([P:7]([O:8][CH3:9])([O:10][CH3:11])=[O:12])[C:21]([CH2:20][O:19][c:15]1[cH:14][n:13][cH:18][cH:17][cH:16]1)=[O:22]. Starting materials: [N+](=O)([O-])C1=C(C#N)C(=CC=C1)[N+](=O)[O-] (2,6-dinitrobenzonitrile), CN (methylamine). Product: CNC1=C(C#N)C(=CC=C1)[N+](=O)[O-] (2-methylamino-6-nitrobenzonitrile). The yield is 79.0%. RXN SMILES: [N+:1]([C:4]1[CH:11]=[CH:10][CH:9]=[C:8]([N+:12]([O-])=O)[C:5]=1[C:6]#[N:7])([O-:3])=[O:2].[CH3:15]N>>[CH3:15][NH:12][C:8]1[CH:9]=[CH:10][CH:11]=[C:4]([N+:1]([O-:3])=[O:2])[C:5]=1[C:6]#[N:7]. Procedure details: Prepared as in Example 90c from 2,6-dinitrobenzonitrile and methylamine to give 2-methylamino-6-nitrobenzonitrile (0.42 g, 79%). 1H NMR (400 MHz, DMSO-d6) δ 2.85 (d, J=5.2 Hz, 3H), 6.75 (d, J=4.8 Hz, NH), 7.16 (d, J=8.4 Hz, 1H), 7.45 (d, J=7.6 Hz, 1H), 7.64 (t, J=8.4 Hz, 1H). The reactants are Cl.CNC (dimethylamine hydrochloride), [K] (potassium), OC=C(CC#N)C#N (1-hydroxy-2,3-dicyanoprop-1-ene), C1(=CC=CC=C1)C (toluene). Solvent: CN(C)C=O (DMF). The product is CN(C)C=C(CC#N)C#N (1-(N,N-dimethylamino)-2,3-dicyanoprop-1-ene). Isolated yield 86.0%. Reaction SMILES: [K].O[CH:3]=[C:4]([C:8]#[N:9])[CH2:5][C:6]#[N:7].C1(C)C=CC=CC=1.Cl.[CH3:18][NH:19][CH3:20]>CN(C=O)C>[CH3:18][N:19]([CH:3]=[C:4]([C:8]#[N:9])[CH2:5][C:6]#[N:7])[CH3:20] |f:3.4,^1:0|. Reported procedure: A 12 liter three-necked round-bottomed flask, fitted with a mechanical stirrer, water condenser, nitrogen inlet and bubbler, was charged with 877 g (6 moles) of the potassium salt of 1-hydroxy-2,3-dicyanoprop-1-ene in 61 of anhydrous toluene and 300 ml of anhydrous DMF. To this heterogeneous mixture was added 514 g (6.3 moles) of dimethylamine hydrochloride. The mixture was heated to 80° then cooled to room temperature, filtered and the filter cake rinsed with toluene. The filtrate was concentra... Starting materials: [N+](=O)([O-])C1=CC=C2C(=NNC2=C1)O (6-Nitroindazolol), [Na] (sodium), BrCC1=C(C=C(C(=O)OC)C=C1)OC (methyl 4-bromomethyl-3-methoxybenzoate). The solvent is C(C)(=O)OCC (ethyl acetate), CN(C=O)C (DMF), CO (methanol), CO (methanol), CN(C=O)C (N,N-dimethylformamide). Run at temperature 50 celsius. Product: OC1=NN(C2=CC(=CC=C12)[N+](=O)[O-])CC1=C(C=C(C(=O)OC)C=C1)OC (methyl 4-[3-hydroxy-6-nitroindazol-1-ylmethyl]-3-methoxybenzoate). The yield is 38.5%. RXN SMILES: [N+:1]([C:4]1[CH:12]=[C:11]2[C:7]([C:8]([OH:13])=[N:9][NH:10]2)=[CH:6][CH:5]=1)([O-:3])=[O:2].[Na].Br[CH2:16][C:17]1[CH:26]=[CH:25][C:20]([C:21]([O:23][CH3:24])=[O:22])=[CH:19][C:18]=1[O:27][CH3:28]>CO.CN(C)C=O.C(OCC)(=O)C>[OH:13][C:8]1[C:7]2[C:11](=[CH:12][C:4]([N+:1]([O-:3])=[O:2])=[CH:5][CH:6]=2)[N:10]([CH2:16][C:17]2[CH:26]=[CH:25][C:20]([C:21]([O:23][CH3:24])=[O:22])=[CH:19][C:18]=2[O:27][CH3:28])[N:9]=1 |^1:13|. Procedure: 6-Nitroindazolol (0.206 g.) was added to a solution of sodium (0.026 g.) in methanol (1.5 ml.), and the mixture heated at 50° C. for 10 minutes. A solution of methyl 4-bromomethyl-3-methoxybenzoate (B) (0.327 g.) in methanol (3.75 ml.) and N,N-dimethylformamide (DMF) (1.25 ml.) was added, and the mixture was refluxed for 18 hours. The cooled mixture was diluted with ethyl acetate and DMF, and washed with water and brine, then dried (MgSO4) and evaporated. The residue was triturated with 1:1 v/v ... Starting materials: CI, CN(C)C=O, [H-], [Na+], O=C1CCNC(=O)C1=C1SC=CS1. Product: CN1CCC(=O)C(=C2SC=CS2)C1=O. As a reaction SMILES: [CH3:16][I:17].[CH3:18][N:19]([CH3:20])[CH:21]=[O:22].[H-:1].[Na+:2].[S:3]1[C:4](=[C:8]2[C:9](=[O:15])[NH:10][CH2:11][CH2:12][C:13]2=[O:14])[S:5][CH:6]=[CH:7]1>>[S:3]1[C:4](=[C:8]2[C:9](=[O:15])[N:10]([CH3:16])[CH2:11][CH2:12][C:13]2=[O:14])[S:5][CH:6]=[CH:7]1.